From a dataset of the Open Reaction Database (ORD), a public repository of structured organic reaction records. describe an organic reaction: reactants, conditions, products, and yield Starting materials: CN(C(OC(C)(C)C)=O)CCN1N=C(C=C1)[N+](=O)[O-] (tert-Butyl Methyl(2-(3-nitro-1H-pyrazol-1-yl)ethyl)carbamate), [NH4+].[Cl-] (NH4Cl). Reagents/catalysts: [Fe] (Fe). Run in C(C)O (ethanol). Conditions: time 4 hour. Product: NC1=NN(C=C1)CCN(C(OC(C)(C)C)=O)C (tert-Butyl 2-(3-Amino-1H-pyrazol-1-yl)ethyl(methyl)carbamate). The yield is 783.3%. As a reaction SMILES: [CH3:1][N:2]([CH2:10][CH2:11][N:12]1[CH:16]=[CH:15][C:14]([N+:17]([O-])=O)=[N:13]1)[C:3](=[O:9])[O:4][C:5]([CH3:8])([CH3:7])[CH3:6].[NH4+].[Cl-]>C(O)C.[Fe]>[NH2:17][C:14]1[CH:15]=[CH:16][N:12]([CH2:11][CH2:10][N:2]([CH3:1])[C:3](=[O:9])[O:4][C:5]([CH3:6])([CH3:7])[CH3:8])[N:13]=1 |f:1.2|. Procedure details: To a solution of 206d (4.5 g, 1.7 mmol) in ethanol (40 mL) was added Fe (4.7 g, 8.5 mmol) and NH4Cl (900 mg, 17 mmol). The reaction mixture was stirred at room temperature for 4 hours. It was then evaporated and purified by silical-gel column eluting with 2:1 petroleum ether/ethyl acetate to give 206e as a brown solid (3.2 g, 80%). MS: (M+H)+ 241. Starting materials: CN(C)c1cc(NC(=O)OC(C)(C)C)c(N)cc1Cl, COCc1cc(-c2cccc(C(=O)CC(=O)OC(C)(C)C)c2)on1. Yields the product COCc1cc(-c2cccc(C(=O)CC(=O)Nc3cc(Cl)c(N(C)C)cc3NC(=O)OC(C)(C)C)c2)on1. As a reaction SMILES: [C:1]([CH3:2])([CH3:3])([CH3:4])[O:5][C:6]([NH:7][c:8]1[c:9]([NH2:18])[cH:10][c:11]([Cl:17])[c:12]([N:14]([CH3:15])[CH3:16])[cH:13]1)=[O:19].[C:20]([CH3:22])([CH3:23])([O:24][C:25](=[O:21])[CH2:26][C:27](=[O:28])[c:29]1[cH:30][c:31](-[c:35]2[cH:36][c:37]([CH2:40][O:41][CH3:42])[n:38][o:39]2)[cH:32][cH:33][cH:34]1)[CH3:43]>>[C:1]([CH3:2])([CH3:3])([CH3:4])[O:5][C:6]([NH:7][c:8]1[c:9]([NH:18][C:25](=[O:24])[CH2:26][C:27](=[O:28])[c:29]2[cH:30][c:31](-[c:35]3[cH:36][c:37]([CH2:40][O:41][CH3:42])[n:38][o:39]3)[cH:32][cH:33][cH:34]2)[cH:10][c:11]([Cl:17])[c:12]([N:14]([CH3:15])[CH3:16])[cH:13]1)=[O:19]. Reactants: [OH-].[Na+] (sodium hydroxide), C(CCC)OC1=C(C=CC(=C1)/C=C(\C(=O)OC)/OC)C1=CC(=CC=C1)N(C(=O)NCCCCC)C (methyl (E)-3-[2-butoxy-3′-(1-methyl-3-pentylureido)biphenyl-4-yl]-2-methoxyacrylate), O1CCCC1 (tetrahydrofuran), Cl (hydrochloric acid), O (water). The solvent is C(C)(=O)OCC (ethyl acetate). Reaction conditions: temperature 68 celsius, time 6 hour. The product is C(CCC)OC1=C(C=CC(=C1)/C=C(\C(=O)O)/OC)C1=CC(=CC=C1)N(C(=O)NCCCCCCC)C ((E)-3-[2-butoxy-3′-(1-methyl-3-heptylureido)biphenyl-4-yl]-2-methoxyacrylic acid). Yield: 90.0%. RXN SMILES: [OH-].[Na+].[CH2:3]([O:7][C:8]1[CH:13]=[C:12](/[CH:14]=[C:15](/[O:20][CH3:21])\[C:16]([O:18]C)=[O:17])[CH:11]=[CH:10][C:9]=1[C:22]1[CH:27]=[CH:26][CH:25]=[C:24]([N:28]([CH3:37])[C:29]([NH:31][CH2:32][CH2:33][CH2:34][CH2:35][CH3:36])=[O:30])[CH:23]=1)[CH2:4][CH2:5][CH3:6].Cl.O.O1CC[CH2:42][CH2:41]1>C(OCC)(=O)C>[CH2:3]([O:7][C:8]1[CH:13]=[C:12](/[CH:14]=[C:15](/[O:20][CH3:21])\[C:16]([OH:18])=[O:17])[CH:11]=[CH:10][C:9]=1[C:22]1[CH:27]=[CH:26][CH:25]=[C:24]([N:28]([CH3:37])[C:29]([NH:31][CH2:32][CH2:33][CH2:34][CH2:35][CH2:36][CH2:41][CH3:42])=[O:30])[CH:23]=1)[CH2:4][CH2:5][CH3:6] |f:0.1|. Procedure: 1.3 mL (1.3 mmol) of aqueous 1 M sodium hydroxide solution are added to a solution of 0.33 g (0.65 mmol) of methyl (E)-3-[2-butoxy-3′-(1-methyl-3-pentylureido)biphenyl-4-yl]-2-methoxyacrylate in 8 mL of tetrahydrofuran. The reaction mixture is stirred at 68° C. for 6 hours. After cooling, the reaction is worked up by addition of 2 mL (2 mmol) of aqueous 1 M hydrochloric acid solution and 10 mL of water and extraction with ethyl acetate. The organic phases are combined, washed with saturated sodi... Reactants: ClC(Cl)(OC(OC(Cl)(Cl)Cl)=O)Cl (triphosgene), NC1=C(C(=O)O)C=CC(=C1)Br (2-amino-4-bromobenzoic acid), CN (Methylamine). Solvent: O1CCOCC1 (dioxane). Reaction conditions: time 4 hour. Product: NC1=C(C(=O)NC)C=CC(=C1)Br (2-amino-4-bromo-N-methylbenzamide). Yield: 86.9%. As a reaction SMILES: [NH2:1][C:2]1[CH:10]=[C:9]([Br:11])[CH:8]=[CH:7][C:3]=1[C:4](O)=[O:5].ClC(Cl)(OC(=O)OC(Cl)(Cl)Cl)Cl.[CH3:24][NH2:25]>O1CCOCC1>[NH2:1][C:2]1[CH:10]=[C:9]([Br:11])[CH:8]=[CH:7][C:3]=1[C:4]([NH:25][CH3:24])=[O:5]. Procedure: To a mixture of 2-amino-4-bromobenzoic acid (5.0 g, 23.1 mmol) and dioxane (50 mL) was added triphosgene (2.3 g, 7.75 mmol). The reaction mixture was heated to reflux and stirred for 4 h. Methylamine (40% in water, 2 mL, 23.1 mmol) was added dropwise after the mixture was cooled to room temperature. After stirring for 30 min, the solution was evaporated under reduced pressure and the residue was redissolved in DCM which was washed with sat. NaHCO3 aqueous solution, dried over Na2SO4, filtered, a... The reactants are C(C)(=O)OC(C(C(F)(F)F)(Cl)Cl)C1=C(C(=CC=C1)Cl)Cl ((1-acetoxy-2,2-dichloro-3,3,3-trifluoropropyl)-2,3-dichlorobenzene). Reagents/catalysts: [Zn] (zinc). The solvent is C(C)(=O)O (acetic acid), ice water. Reaction conditions: temperature 90 celsius. Yields the product ClC(=CC1=C(C(=CC=C1)Cl)Cl)C(F)(F)F ((2-Chloro-3,3,3-trifluoropropen-1-yl)-2,3-dichlorobenzene). As a reaction SMILES: C(O[CH:5]([C:13]1[CH:18]=[CH:17][CH:16]=[C:15]([Cl:19])[C:14]=1[Cl:20])[C:6](Cl)([Cl:11])[C:7]([F:10])([F:9])[F:8])(=O)C>C(O)(=O)C.[Zn]>[Cl:11][C:6]([C:7]([F:8])([F:9])[F:10])=[CH:5][C:13]1[CH:18]=[CH:17][CH:16]=[C:15]([Cl:19])[C:14]=1[Cl:20]. Reported procedure: A solution of 59.0 g of (1-acetoxy-2,2-dichloro-3,3,3-trifluoropropyl)-2,3-dichlorobenzene in 350 ml of acetic acid is heated to 40° C., and 13.0 g of zinc powder are added portionwise. To effect completion of the reaction, the reaction mixture is heated at 90° C. for 3 hours. In further processing, thereaction mixture is taken up in ice-water, and extracted with ether. The combined organic phases are washed with water, sodium hydrogen carbonate solution and sodium chloride solution; they are th... Reactants: glucuronide, O=C(OC(Cl)(Cl)Cl)Cl (diphosgene), [Si](C1=CC=CC=C1)(C1=CC=CC=C1)(C(C)(C)C)OCCCC1OCCN1 (2-(3-(tert-butyldiphenylsilyloxy)propyl)oxazolidine), ( 2 ), COC(=O)[C@H]1O[C@H]([C@@H]([C@H]([C@@H]1OC(C)=O)OC(C)=O)OC(C)=O)OC1=C(C=C(C=C1)CO)NC(CCNC(=O)OCC1C2=CC=CC=C2C=2C=CC=CC12)=O ((2S,3S,4S,5R,6S)-methyl-6-(2-(3-(((9H-fluoren-9-yl)methoxy)carbonyl-amino) propanamido)-4-(hydroxymethyl)phenoxy)-3,4,5-triacetoxy-tetrahydro-2H-pyran-2-carboxylate). Yields the product [Si](C1=CC=CC=C1)(C1=CC=CC=C1)(C(C)(C)C)OCCCC1OCCN1C(=O)OCC1=CC(=C(C=C1)O[C@@H]1O[C@@H]([C@H]([C@@H]([C@H]1OC(C)=O)OC(C)=O)OC(C)=O)C(=O)OC)NC(CCNC(=O)OCC1C2=CC=CC=C2C=2C=CC=CC12)=O (3-(3-(((9H-fluoren-9-yl)methoxy)carbonylamino)propanamido)-4-((2S,3R,4S,5S,6S)-3,4,5-triacetoxy-6-(methoxycarbonyl)-tetrahydro-2H-pyran-2-yloxy)benzyl 2-(3-(tert-butyldiphenylsilyloxy)propyl)oxazolidine-3-carboxylate). As a reaction SMILES: [CH3:1][O:2][C:3]([C@@H:5]1[C@@H:10]([O:11][C:12](=[O:14])[CH3:13])[C@H:9]([O:15][C:16](=[O:18])[CH3:17])[C@@H:8]([O:19][C:20](=[O:22])[CH3:21])[C@H:7]([O:23][C:24]2[CH:29]=[CH:28][C:27]([CH2:30][OH:31])=[CH:26][C:25]=2[NH:32][C:33](=[O:54])[CH2:34][CH2:35][NH:36][C:37]([O:39][CH2:40][CH:41]2[C:53]3[CH:52]=[CH:51][CH:50]=[CH:49][C:48]=3[C:47]3[C:42]2=[CH:43][CH:44]=[CH:45][CH:46]=3)=[O:38])[O:6]1)=[O:4].[O:55]=[C:56](Cl)OC(Cl)(Cl)Cl.[Si:63]([O:80][CH2:81][CH2:82][CH2:83][CH:84]1[NH:88][CH2:87][CH2:86][O:85]1)([C:76]([CH3:79])([CH3:78])[CH3:77])([C:70]1[CH:75]=[CH:74][CH:73]=[CH:72][CH:71]=1)[C:64]1[CH:69]=[CH:68][CH:67]=[CH:66][CH:65]=1>>[Si:63]([O:80][CH2:81][CH2:82][CH2:83][CH:84]1[N:88]([C:56]([O:31][CH2:30][C:27]2[CH:28]=[CH:29][C:24]([O:23][C@H:7]3[C@H:8]([O:19][C:20](=[O:22])[CH3:21])[C@@H:9]([O:15][C:16](=[O:18])[CH3:17])[C@H:10]([O:11][C:12](=[O:14])[CH3:13])[C@@H:5]([C:3]([O:2][CH3:1])=[O:4])[O:6]3)=[C:25]([NH:32][C:33](=[O:54])[CH2:34][CH2:35][NH:36][C:37]([O:39][CH2:40][CH:41]3[C:42]4[CH:43]=[CH:44][CH:45]=[CH:46][C:47]=4[C:48]4[C:53]3=[CH:52][CH:51]=[CH:50][CH:49]=4)=[O:38])[CH:26]=2)=[O:55])[CH2:87][CH2:86][O:85]1)([C:76]([CH3:79])([CH3:77])[CH3:78])([C:70]1[CH:75]=[CH:74][CH:73]=[CH:72][CH:71]=1)[C:64]1[CH:69]=[CH:68][CH:67]=[CH:66][CH:65]=1. Procedure details: The construction of the glucuronide-based linker unit with DPO (2) involved a different strategy (Scheme 4). Intermediate 11 was activated with diphosgene and then reacted with oxazoline 12 (prepared in 3 steps from 1,4-butane diol) to afford the desired oxazoline carbamate 13. Removal of the silyl protecting group with fluoride was followed by oxidation to give aldehyde 14. This compound was used in a reductive alkylation reaction with doxorubicin-HCl (15) to give the doxorubicin derivative 16....